This data is from the Open Reaction Database (ORD), a public repository of structured organic reaction records. The task is: describe an organic reaction: reactants, conditions, products, and yield Reactants: C(C)(C)(C)OC(=O)NCC1=CC(=C(N)C=C1)CCCC(=O)OC (4-tert-butoxycarbonylaminomethyl-2-(3-methoxycarbonylpropyl)aniline), BrC=1C=C2C=3N(C(C(NC3C1)=O)=O)[C@@H](CC2)CC(=O)O ((S)-9-bromo-5-carboxymethyl-6,7-dihydro-1H, 5H-pyrido[1,2,3-de]quinoxaline-2,3-dione). Yields the product BrC=1C=C2C=3N(C(C(NC3C1)=O)=O)[C@@H](CC2)CC(NC2=C(C=C(C=C2)CNC(=O)OC(C)(C)C)CCCC(=O)OC)=O ((S)-9-Bromo-5-[p-tert-butoxycarbonylaminomethyl-o-(3-methoxycarbonylpropyl) phenylcarbamoylmethyl]-6,7-dihydro-1H, 5H-pyrido[1,2,3-de]quinoxaline-2,3-dione). Yield: 45.8%. As a reaction SMILES: [C:1]([O:5][C:6]([NH:8][CH2:9][C:10]1[CH:16]=[CH:15][C:13]([NH2:14])=[C:12]([CH2:17][CH2:18][CH2:19][C:20]([O:22][CH3:23])=[O:21])[CH:11]=1)=[O:7])([CH3:4])([CH3:3])[CH3:2].[Br:24][C:25]1[CH:26]=[C:27]2[CH2:39][CH2:38][C@@H:37]([CH2:40][C:41](O)=[O:42])[N:29]3[C:30](=[O:36])[C:31](=[O:35])[NH:32][C:33]([CH:34]=1)=[C:28]23>>[Br:24][C:25]1[CH:26]=[C:27]2[CH2:39][CH2:38][C@@H:37]([CH2:40][C:41](=[O:42])[NH:14][C:13]3[CH:15]=[CH:16][C:10]([CH2:9][NH:8][C:6]([O:5][C:1]([CH3:4])([CH3:3])[CH3:2])=[O:7])=[CH:11][C:12]=3[CH2:17][CH2:18][CH2:19][C:20]([O:22][CH3:23])=[O:21])[N:29]3[C:30](=[O:36])[C:31](=[O:35])[NH:32][C:33]([CH:34]=1)=[C:28]23. Procedure: A procedure similar to that described in Example 9-7) was performed with 4-tert-butoxycarbonylaminomethyl-2-(3-methoxycarbonylpropyl)aniline (130 mg, 0.4 mmol) and (S)-9-bromo-5-carboxymethyl-6,7-dihydro-1H, 5H-pyrido[1,2,3-de]quinoxaline-2,3-dione (136 mg, 0.4 mmol) to give 118 mg of the title compound (62%). Starting materials: Br.C1=C(N=C2N1C1=CC=CC=C1N=C2)C(=O)OCC (ethyl imidazo[1,2-a]quinoxaline-2-carboxylate hydrobromide), [BH4-].[Na+] (sodium borohydride), O (water). The solvent is C(C)O (ethanol). Yields the product C1=C(N=C2N1C1=CC=CC=C1NC2)C(=O)OCC (ethyl 4,5-dihydroimidazo[1,2-a]quinoxaline-2-carboxylate). The yield is 99.3%. As a reaction SMILES: Br.[CH:2]1[N:6]2[C:7]3[C:12]([N:13]=[CH:14][C:5]2=[N:4][C:3]=1[C:15]([O:17][CH2:18][CH3:19])=[O:16])=[CH:11][CH:10]=[CH:9][CH:8]=3.[BH4-].[Na+].O>C(O)C>[CH:2]1[N:6]2[C:7]3[C:12]([NH:13][CH2:14][C:5]2=[N:4][C:3]=1[C:15]([O:17][CH2:18][CH3:19])=[O:16])=[CH:11][CH:10]=[CH:9][CH:8]=3 |f:0.1,2.3|. Procedure: To a stirred solution of 1.6 g of ethyl imidazo[1,2-a]quinoxaline-2-carboxylate hydrobromide (British patent application Ser. No. 79-26597, in 50 ml of ethanol was added portionwise 0.5 g of sodium borohydride and at the completion of the reaction (tlc), the mixture was poured into 250 ml of water. The mixture was extracted with ethyl acetate and the organic layer was washed with water, dried and evaporated to dryness to obtain 1.2 g (97% yield) of ethyl 4,5-dihydroimidazo[1,2-a]quinoxaline-2-ca... Starting materials: FC1=CC(=C(C=C1)C(CC1=NN=NN1C)(O)C1=C(C=C(C=C1)F)C)C (1,1-bis-(4-fluoro-2-methylphenyl)-2-(1-methyl-1H-tetrazol-5-yl)ethanol), C1(=CC=C(C=C1)S(=O)(=O)O)C (p-toluenesulfonic acid). Run in C(C)OCC (diethyl ether), C1(=CC=CC=C1)C (toluene). Product: FC1=CC(=C(C=C1)C(=CC1=NN=NN1C)C1=C(C=C(C=C1)F)C)C (1,1-Bis(4-fluoro-2-methylphenyl)-2-(1-methyl-1H-tetrazol-5-yl)ethene). The yield is 61.3%. RXN SMILES: [F:1][C:2]1[CH:7]=[CH:6][C:5]([C:8]([C:17]2[CH:22]=[CH:21][C:20]([F:23])=[CH:19][C:18]=2[CH3:24])(O)[CH2:9][C:10]2[N:14]([CH3:15])[N:13]=[N:12][N:11]=2)=[C:4]([CH3:25])[CH:3]=1.C1(C)C=CC(S(O)(=O)=O)=CC=1>C1(C)C=CC=CC=1.C(OCC)C>[F:1][C:2]1[CH:7]=[CH:6][C:5]([C:8]([C:17]2[CH:22]=[CH:21][C:20]([F:23])=[CH:19][C:18]=2[CH3:24])=[CH:9][C:10]2[N:14]([CH3:15])[N:13]=[N:12][N:11]=2)=[C:4]([CH3:25])[CH:3]=1. Procedure: A mixture of 1,1-bis-(4-fluoro-2-methylphenyl)-2-(1-methyl-1H-tetrazol-5-yl)ethanol (0.5 g, 1.5 mmoles) and p-toluenesulfonic acid (0.2 g) was heated at reflux in toluene (30 mL) for 16 hours. The mixture was cooled, diluted with diethyl ether (50 mL) and extracted with saturated sodium bicarbonate solution and water. The organic layer was dried (MgSO4) and concentrated in vacuo. The residue was triturated with diethyl ether to give 0.3 g of the title compound; m.p.=120°-125° C. The reactants are CC(Cl)Cl, Cl, O=C1CN2CCC1CC2, Nc1ccccc1. Product: c1ccc(NC2CN3CCC2CC3)cc1. RXN SMILES: [Cl:18][CH:19]([Cl:20])[CH3:21].[ClH:8].[N:9]12[CH2:10][C:11](=[O:17])[CH:12]([CH2:13][CH2:14]1)[CH2:15][CH2:16]2.[NH2:1][c:2]1[cH:3][cH:4][cH:5][cH:6][cH:7]1>>[NH:1]([c:2]1[cH:3][cH:4][cH:5][cH:6][cH:7]1)[CH:11]1[CH2:10][N:9]2[CH2:14][CH2:13][CH:12]1[CH2:15][CH2:16]2. Reactants: 53, FC1=CC=C(C=C1)NC1(CCN(CC1)CC1=CC=CC=C1)C(=O)OC (methyl 4-[(4-fluorophenyl)amino]-1-(phenylmethyl)-4-piperidinecarboxylate), [H][H] (hydrogen). The reagents and catalysts are [Pd] (palladium-on-charcoal). The solvent is CO (methanol). The product is FC1=CC=C(C=C1)NC1(CCNCC1)C(=O)OC (methyl 4-[(4-fluorophenyl)amino]-4-piperidinecarboxylate). RXN SMILES: [F:1][C:2]1[CH:7]=[CH:6][C:5]([NH:8][C:9]2([C:22]([O:24][CH3:25])=[O:23])[CH2:14][CH2:13][N:12](CC3C=CC=CC=3)[CH2:11][CH2:10]2)=[CH:4][CH:3]=1.[H][H]>[Pd].CO>[F:1][C:2]1[CH:7]=[CH:6][C:5]([NH:8][C:9]2([C:22]([O:24][CH3:25])=[O:23])[CH2:10][CH2:11][NH:12][CH2:13][CH2:14]2)=[CH:4][CH:3]=1. Procedure: A mixture of 53 parts of methyl 4-[(4-fluorophenyl)amino]-1-(phenylmethyl)-4-piperidinecarboxylate and 400 parts of methanol is hydrogenated at normal pressure and at room temperature with 10 parts of palladium-on-charcoal catalyst 10%. After the calculated amount of hydrogen is taken up, the catalyst is filtered off and the filtrate is evaporated. The residue is purified by column-chromatography over silica gel using a mixture of trichloromethane and 15% of methanol, previously saturated with g... Reactants: COc1cccc(OC(F)(F)F)c1, COc1ccccc1C1(NCCC(=O)OC(C)(C)C)C(=O)Nc2ccc(Cl)cc21, O=S(=O)(Cl)Cl. Yields the product COc1ccc(S(=O)(=O)N2C(=O)C(NCCC(=O)OC(C)(C)C)(c3ccccc3OC)c3cc(Cl)ccc32)c(OC(F)(F)F)c1. RXN SMILES: [CH3:35][O:36][c:37]1[cH:38][c:39]([O:43][C:44]([F:45])([F:46])[F:47])[cH:40][cH:41][cH:42]1.[Cl:1][c:2]1[cH:3][c:4]2[c:8]([cH:9][cH:10]1)[NH:7][C:6](=[O:11])[C:5]2([c:12]1[c:13]([O:18][CH3:19])[cH:14][cH:15][cH:16][cH:17]1)[NH:20][CH2:21][CH2:22][C:23](=[O:24])[O:25][C:26]([CH3:27])([CH3:28])[CH3:29].[S:30](=[O:31])(=[O:32])([Cl:33])[Cl:34]>>[Cl:1][c:2]1[cH:3][c:4]2[c:8]([cH:9][cH:10]1)[N:7]([S:30](=[O:31])(=[O:32])[c:40]1[c:39]([O:43][C:44]([F:45])([F:46])[F:47])[cH:38][c:37]([O:36][CH3:35])[cH:42][cH:41]1)[C:6](=[O:11])[C:5]2([c:12]1[c:13]([O:18][CH3:19])[cH:14][cH:15][cH:16][cH:17]1)[NH:20][CH2:21][CH2:22][C:23](=[O:24])[O:25][C:26]([CH3:27])([CH3:28])[CH3:29]. The reactants are [Na] (sodium), Cl.C(CCCCC)(=N)N (hexanamidine hydrochloride), ClC1=CC=C(C=C1)N=C=O (4-chlorophenyl isocyanate). Run in CC(=O)C (acetone), CC(=O)C (acetone). The product is ClC1=CC=C(C=C1)NC(=O)NC(CCCCC)=N (1-(4-Chlorophenyl)-3-(hexanimidoyl)urea). Reaction SMILES: [Na].Cl.[C:3]([NH2:10])(=[NH:9])[CH2:4][CH2:5][CH2:6][CH2:7][CH3:8].[Cl:11][C:12]1[CH:17]=[CH:16][C:15]([N:18]=[C:19]=[O:20])=[CH:14][CH:13]=1>CC(C)=O>[Cl:11][C:12]1[CH:17]=[CH:16][C:15]([NH:18][C:19]([NH:9][C:3](=[NH:10])[CH2:4][CH2:5][CH2:6][CH2:7][CH3:8])=[O:20])=[CH:14][CH:13]=1 |f:1.2,^1:0|. Procedure details: Following a procedure similar to that described in Example 1 but using 3.2 g. sodium in 200 ml. dry acetone, 21. g. hexanamidine hydrochloride, and 21.4 g. 4-chlorophenyl isocyanate in 100 ml. dry acetone, there was obtained after recrystallization from acetone 13.9 g. of the hydrochloride of 1-(4-chlorophenyl)-3-(hexanimidoyl)urea; m.p. 175°-179°C. Starting materials: C, COc1cccc(C(C)NC(=O)Nc2nc3nccc(-c4ccc(OCc5ccccc5)cc4)n3n2)c1, CC(=O)O, [H][H], [Pd]. Yields the product COc1cccc(C(C)NC(=O)Nc2nc3nccc(-c4ccc(O)cc4)n3n2)c1. RXN SMILES: [C:44].[CH2:1]([c:2]1[cH:3][cH:4][cH:5][cH:6][cH:7]1)[O:8][c:9]1[cH:10][cH:11][c:12](-[c:15]2[cH:16][cH:17][n:18][c:19]3[n:20]2[n:21][c:22]([NH:24][C:25](=[O:26])[NH:27][CH:28]([CH3:29])[c:30]2[cH:31][c:32]([O:36][CH3:37])[cH:33][cH:34][cH:35]2)[n:23]3)[cH:13][cH:14]1.[CH3:40][C:41](=[O:42])[OH:43].[H:38][H:39].[Pd:45]>>[OH:8][c:9]1[cH:10][cH:11][c:12](-[c:15]2[cH:16][cH:17][n:18][c:19]3[n:20]2[n:21][c:22]([NH:24][C:25](=[O:26])[NH:27][CH:28]([CH3:29])[c:30]2[cH:31][c:32]([O:36][CH3:37])[cH:33][cH:34][cH:35]2)[n:23]3)[cH:13][cH:14]1. The reactants are FC(C1=CC=CC=2C(C3=CC=CC=C3OC12)C(=O)Cl)(F)F (4-trifluoromethyl-9H-xanthene-9-carbonyl chloride), C(C)OC(N)=O (carbamic acid ethyl ester). Yields the product C(C)OC(NC(=O)C1C2=CC=CC=C2OC=2C(=CC=CC12)C(F)(F)F)=O ((4-Trifluoromethyl-9H-xanthene-9-carbonyl)-carbamic acid ethyl ester). As a reaction SMILES: [F:1][C:2]([F:21])([F:20])[C:3]1[C:16]2[O:15][C:14]3[C:9](=[CH:10][CH:11]=[CH:12][CH:13]=3)[CH:8]([C:17](Cl)=[O:18])[C:7]=2[CH:6]=[CH:5][CH:4]=1.[CH2:22]([O:24][C:25](=[O:27])[NH2:26])[CH3:23]>>[CH2:22]([O:24][C:25](=[O:27])[NH:26][C:17]([CH:8]1[C:7]2[CH:6]=[CH:5][CH:4]=[C:3]([C:2]([F:21])([F:20])[F:1])[C:16]=2[O:15][C:14]2[C:9]1=[CH:10][CH:11]=[CH:12][CH:13]=2)=[O:18])[CH3:23]. Reported procedure: The title compound, white solid, m.p.=196-198° C., MS: m/e=365 (M+) was prepared in accordance with the general method of example 36 from 4-trifluoromethyl-9H-xanthene-9-carbonyl chloride and carbamic acid ethyl ester. As a reaction SMILES: [C:1]([CH3:2])([CH3:3])([CH3:4])[c:5]1[cH:6][cH:7][c:8]([S:11](=[O:12])(=[O:13])[NH:14][c:15]2[n:16][cH:17][n:18][c:19]([O:28][CH2:29][CH2:30][O:31][c:32]3[cH:33][cH:34][c:35]([O:38][CH2:39][c:40]4[cH:41][cH:42][cH:43][cH:44][cH:45]4)[cH:36][cH:37]3)[c:20]2-[c:21]2[cH:22][cH:23][c:24]([CH3:27])[cH:25][cH:26]2)[cH:9][cH:10]1.[C:46].[CH2:53]([OH:54])[CH3:55].[O:48]1[CH2:49][CH2:50][CH2:51][CH2:52]1.[Pd:47]>>[C:1]([CH3:2])([CH3:3])([CH3:4])[c:5]1[cH:6][cH:7][c:8]([S:11](=[O:12])(=[O:13])[NH:14][c:15]2[n:16][cH:17][n:18][c:19]([O:28][CH2:29][CH2:30][O:31][c:32]3[cH:33][cH:34][c:35]([OH:38])[cH:36][cH:37]3)[c:20]2-[c:21]2[cH:22][cH:23][c:24]([CH3:27])[cH:25][cH:26]2)[cH:9][cH:10]1. The reactants are Cc1ccc(-c2c(NS(=O)(=O)c3ccc(C(C)(C)C)cc3)ncnc2OCCOc2ccc(OCc3ccccc3)cc2)cc1, C, CCO, C1CCOC1, [Pd]. The product is Cc1ccc(-c2c(NS(=O)(=O)c3ccc(C(C)(C)C)cc3)ncnc2OCCOc2ccc(O)cc2)cc1.